From a dataset of the Open Reaction Database (ORD), a public repository of structured organic reaction records. describe an organic reaction: reactants, conditions, products, and yield The reactants are NC12CC3(CC(CC(C1)C3)C2)C (1-amino-3-methyladamantane), NC1(C2CC3CC(CC1C3)C2)C (2-amino-2-methyladamantane). Yields the product CC(C)[C@H]1CC[C@H](CC1)N (cis-4-(1-methylethyl)-cyclohexanamine). RXN SMILES: [NH2:1]C12CC3CC(CC(C)(C3)C1)C2.N[C:14]1([CH3:24])[CH:21]2[CH2:22][CH:17]3[CH2:18][CH:19](C[CH:15]1C3)[CH2:20]2>>[CH3:15][CH:14]([C@@H:21]1[CH2:22][CH2:17][C@H:18]([NH2:1])[CH2:19][CH2:20]1)[CH3:24]. Procedure: From SYNCHEM OHG, Felsberg-Altenburg, D-34587, Germany: 1-amino-3-methyladamantane; 2-amino-2-methyladamantane. Starting materials: NC1=C(C=CC=C1)NC(C=C)=O (N-(2-aminophenyl)acrylamide), CCN(C(C)C)C(C)C (DIPEA), ClC1=NC=C(C(=N1)Cl)Cl (2,4,5-trichloropyrimidine), C(C)(=O)OCC.CCCCCC (ethyl acetate hexane). The solvent is CN1CCCC1=O (N-methyl pyrrolidinone), C(C)(=O)OCC (ethyl acetate). Run at time 16 hour. Product: ClC1=NC=C(C(=N1)NC1=C(C=CC=C1)NC(C=C)=O)Cl (N-(2-(2,5-dichloropyrimidin-4-ylamino)phenyl)acrylamide). Yield: 92.2%. As a reaction SMILES: [NH2:1][C:2]1[CH:7]=[CH:6][CH:5]=[CH:4][C:3]=1[NH:8][C:9](=[O:12])[CH:10]=[CH2:11].CCN(C(C)C)C(C)C.[Cl:22][C:23]1[N:28]=[C:27](Cl)[C:26]([Cl:30])=[CH:25][N:24]=1.C(OCC)(=O)C.CCCCCC>CN1C(=O)CCC1.C(OCC)(=O)C>[Cl:22][C:23]1[N:28]=[C:27]([NH:1][C:2]2[CH:7]=[CH:6][CH:5]=[CH:4][C:3]=2[NH:8][C:9](=[O:12])[CH:10]=[CH2:11])[C:26]([Cl:30])=[CH:25][N:24]=1 |f:3.4|. Procedure details: To a solution of N-(2-aminophenyl)acrylamide (TFA salt) (10 g, 38.6 mmol) in N-methyl pyrrolidinone (30 mL) was added DIPEA (12.6 g, 98.36 mmol), and 2,4,5-trichloropyrimidine (9.5 g, 49.18 mmol), and the mixture was stirred at rt for 16 h. TLC showed completion of starting material (TLC system: 50% ethyl acetate/hexane, (Rf): 0.5). The reaction mixture was diluted with ethyl acetate (100 mL) and washed with water (3×50 mL). The organic layer was separated, dried over sodium sulfate and concentr...